This data is from the Open Reaction Database (ORD), a public repository of structured organic reaction records. The task is: describe an organic reaction: reactants, conditions, products, and yield Starting materials: C(=O)(O)C=1OC2=C(C1)C(=CC(=C2N2C(N(C(=CC2=O)C(F)(F)F)C)=O)F)Cl (3-(2-carboxy-4-chloro-6-fluorobenzofuran-7-yl)-1-methyl-6-trifluoromethyluracil). Reagents/catalysts: [Cu] (copper). Solvent: N1=CC=CC2=CC=CC=C12 (quinoline). Reaction conditions: temperature 200 celsius, time 1 hour. Yields the product ClC1=CC(=C(C2=C1C=CO2)N2C(N(C(=CC2=O)C(F)(F)F)C)=O)F (3-(4-chloro-6-fluorobenzofuran-7-yl)-1-methyl-6-trifluoromethyluracil). The yield is 56.8%. As a reaction SMILES: C([C:4]1[O:5][C:6]2[C:12]([N:13]3[C:18](=[O:19])[CH:17]=[C:16]([C:20]([F:23])([F:22])[F:21])[N:15]([CH3:24])[C:14]3=[O:25])=[C:11]([F:26])[CH:10]=[C:9]([Cl:27])[C:7]=2[CH:8]=1)(O)=O>N1C2C(=CC=CC=2)C=CC=1.[Cu]>[Cl:27][C:9]1[C:7]2[CH:8]=[CH:4][O:5][C:6]=2[C:12]([N:13]2[C:18](=[O:19])[CH:17]=[C:16]([C:20]([F:23])([F:22])[F:21])[N:15]([CH3:24])[C:14]2=[O:25])=[C:11]([F:26])[CH:10]=1. Reported procedure: 7.0 g (17 mmol) of 3-(2-carboxy-4-chloro-6-fluorobenzofuran-7-yl)-1-methyl-6-trifluoromethyluracil and 5.0 g (79 mmol) of copper powder, were suspended in 50 ml of quinoline, followed by stirring at 200° C. for 1 hour. After completion of the reaction, the reaction solution was subjected to filtration. The filtrate was extracted with ethyl acetate. The organic layer was washed sequentially with a 10% hydrochloric acid aqueous solution and water and then dried over anhydrous sodium sulfate. The s... Starting materials: C[Si](OC(C)(C#C)C)(C)C (trimethyl(2-methylbut-3-yn-2-yloxy)silane), CC1(OBOC1(C)C)C (4,4,5,5-tetramethyl-1,3,2-dioxaborolane), C12CCCC(CCC1)B2 (9-BBN). Solvent: O1CCCC1 (tetrahydrofuran). Reaction conditions: temperature 60 celsius. The product is C[Si](OC(C)(\C=C\B1OC(C(O1)(C)C)(C)C)C)(C)C ((E)-trimethyl(2-methyl-4-(4,4,5,5-tetramethyl-1,3,2-dioxaborolan-2-yl)but-3-en-2-yloxy)silane). Isolated yield 22.0%. Reaction SMILES: [CH3:1][Si:2]([CH3:10])([CH3:9])[O:3][C:4]([CH3:8])([C:6]#[CH:7])[CH3:5].[CH3:11][C:12]1([CH3:19])[C:16]([CH3:18])([CH3:17])[O:15][BH:14][O:13]1.C12BC(CCC1)CCC2>O1CCCC1>[CH3:1][Si:2]([CH3:10])([CH3:9])[O:3][C:4]([CH3:8])(/[CH:6]=[CH:7]/[B:14]1[O:15][C:16]([CH3:18])([CH3:17])[C:12]([CH3:19])([CH3:11])[O:13]1)[CH3:5]. Reported procedure: To a solution of trimethyl(2-methylbut-3-yn-2-yloxy)silane (1.5 g, 9.60 mmol) in tetrahydrofuran (15 mL) was added 4,4,5,5-tetramethyl-1,3,2-dioxaborolane (2.79 mL, 19.19 mmol), followed by addition of 9-BBN (9-borabicyclo[3.3.1]nonane) dimer (0.117 g, 0.480 mmol). This mixture was heated at 60° C. for 24 hours. The reaction was cooled and quenched carefully with saturated ammonium chloride solution. The reaction mixture was extracted with ethyl acetate (2×15 mL). The organics were combined, dri... Starting materials: Cl (HCl), ClC=1C=CC=C2C(=CNC12)C1CCN(CC1)C(CC1=C(C=CC(=C1)[N+](=O)[O-])C)=O (7-chloro-3-{1-[2-(2-methyl-5-nitrophenyl)-1-oxoethyl]-piperidin-4-yl}-1H-indole). The reagents and catalysts are [Fe] (iron). Run in C(C)O (ethanol). The product is ClC=1C=CC=C2C(=CNC12)C1CCN(CC1)C(CC1=C(C=CC(=C1)N)C)=O (7-chloro-3-{1-[2-(5-amino-2-methylphenyl)-1-oxoethyl]-piperidin-4-yl}-1H-indole). Yield: 92.9%. Reaction SMILES: [Cl:1][C:2]1[CH:3]=[CH:4][CH:5]=[C:6]2[C:10]=1[NH:9][CH:8]=[C:7]2[CH:11]1[CH2:16][CH2:15][N:14]([C:17](=[O:29])[CH2:18][C:19]2[CH:24]=[C:23]([N+:25]([O-])=O)[CH:22]=[CH:21][C:20]=2[CH3:28])[CH2:13][CH2:12]1.Cl>[Fe].C(O)C>[Cl:1][C:2]1[CH:3]=[CH:4][CH:5]=[C:6]2[C:10]=1[NH:9][CH:8]=[C:7]2[CH:11]1[CH2:16][CH2:15][N:14]([C:17](=[O:29])[CH2:18][C:19]2[CH:24]=[C:23]([NH2:25])[CH:22]=[CH:21][C:20]=2[CH3:28])[CH2:13][CH2:12]1. Procedure: A mixture of (2-methyl-5-nitrophenyl)acetic acid (2.5 g) and 1,1′-carbonyldiimidazole (2.1 g) in dimethyl formamide (50 mL) was stirred at room temperature for 15 min and subsequently added a solution of 7-chloro-3-(piperidin-4-yl)-1H-indole (3.0 g) in dimethyl formamide (50 mL). The resulting mixture was stirred at room temperature for 1 h and poured onto an ice/water mixture. The compound was isolated by filtration and dissolved in tetrahydrofuran. The organic phase was washed with brine, drie...